describe an organic reaction: reactants, conditions, products, and yield From a dataset of the Open Reaction Database (ORD), a public repository of structured organic reaction records. Starting materials: ClC1=CC=C(C2=CC=C(C=C12)S(=O)(=O)O)S(=O)(=O)O (1-chloronaphthalene-4,7-disulphonic acid), N (ammonia). Run in O (water). Yields the product NC1=CC=C(C2=CC=C(C=C12)S(=O)(=O)O)S(=O)(=O)O (1-aminonaphthalene-4,7-disulphonic acid), NC1=CC=CC2=CC=C(C=C12)S(=O)(=O)O (1-aminonaphthalene-7-sulphonic acid). RXN SMILES: Cl[C:2]1[C:11]2[C:6](=[CH:7][CH:8]=[C:9]([S:12]([OH:15])(=[O:14])=[O:13])[CH:10]=2)[C:5]([S:16]([OH:19])(=[O:18])=[O:17])=[CH:4][CH:3]=1.[NH3:20]>O>[NH2:20][C:2]1[C:11]2[C:6](=[CH:7][CH:8]=[C:9]([S:12]([OH:15])(=[O:14])=[O:13])[CH:10]=2)[C:5]([S:16]([OH:19])(=[O:18])=[O:17])=[CH:4][CH:3]=1.[NH2:20][C:2]1[C:11]2[C:6](=[CH:7][CH:8]=[C:9]([S:12]([OH:15])(=[O:14])=[O:13])[CH:10]=2)[CH:5]=[CH:4][CH:3]=1. Procedure details: Process of claim 1 wherein 1-aminonaphthalene-4,7-disulphonic acid is prepared from 1-chloronaphthalene-4,7-disulphonic acid at temperatures below 220° C, and then the temperature of the reaction mixture is raised to 220° to 350° C in the presence of ammonia and water so as to obtain 1-aminonaphthalene-7-sulphonic acid.